Dataset: the Open Reaction Database (ORD), a public repository of structured organic reaction records. Task: describe an organic reaction: reactants, conditions, products, and yield Reactants: CC1CNCC(C)O1, Nc1cc(Cl)ccc1[N+](=O)[O-], [K+], [K+], O=C([O-])[O-], CN(C)C=O, O. Yields the product CC1CN(c2ccc([N+](=O)[O-])c(N)c2)CC(C)O1. RXN SMILES: [CH3:12][CH:13]1[O:14][CH:15]([CH3:19])[CH2:16][NH:17][CH2:18]1.[Cl:1][c:2]1[cH:3][cH:4][c:5]([N+:9](=[O:10])[O-:11])[c:6]([NH2:8])[cH:7]1.[K+:20].[K+:21].[O-:22][C:23]([O-:24])=[O:25].[O:27]=[CH:28][N:29]([CH3:30])[CH3:31].[OH2:26]>>[c:2]1([N:17]2[CH2:16][CH:15]([CH3:19])[O:14][CH:13]([CH3:12])[CH2:18]2)[cH:3][cH:4][c:5]([N+:9](=[O:10])[O-:11])[c:6]([NH2:8])[cH:7]1. The reactants are C=1(O)C(=CC(O)=CC1)C1=CC=CC=C1COCC1=CC=CC=C1C=1C(O)=CC=C(C1)O (hydroquinone monobenzyl ether), BrCCCCCCCCCCC(=O)OCC (ethyl 11-bromoundecanoate), C([O-])([O-])=O.[K+].[K+] (potassium carbonate), [I-].[K+] (potassium iodide), ice water. Solvent: CN(C=O)C (N,N-dimethylformamide). Yields the product C(C1=CC=CC=C1)OC1=CC=C(OCCCCCCCCCCC(=O)OCC)C=C1 (ethyl 11-(p-benzyloxyphenoxy)undecanoate). The yield is 134.4%. Reaction SMILES: C1(C(C2[C:14]([CH2:15][O:16][CH2:17][C:18]3[C:23](C4C(=CC=C(O)C=4)O)=[CH:22][CH:21]=[CH:20][CH:19]=3)=[CH:13][CH:12]=[CH:11][CH:10]=2)=CC(=CC=1)O)O.Br[CH2:33][CH2:34][CH2:35][CH2:36][CH2:37][CH2:38][CH2:39][CH2:40][CH2:41][CH2:42][C:43]([O:45][CH2:46][CH3:47])=[O:44].C(=O)([O-])[O-:49].[K+].[K+].[I-].[K+]>CN(C)C=O>[CH2:17]([O:16][C:15]1[CH:10]=[CH:11][C:12]([O:49][CH2:33][CH2:34][CH2:35][CH2:36][CH2:37][CH2:38][CH2:39][CH2:40][CH2:41][CH2:42][C:43]([O:45][CH2:46][CH3:47])=[O:44])=[CH:13][CH:14]=1)[C:18]1[CH:19]=[CH:20][CH:21]=[CH:22][CH:23]=1 |f:2.3.4,5.6|. Reported procedure: In a 5000 ml flask equipped with a stirrer and a condenser were charged 400.2 g of hydroquinone monobenzyl ether, 586.5 g of ethyl 11-bromoundecanoate, 331.7 g of anhydrous potassium carbonate, 33.2 g of potassium iodide and 1500 ml of N,N-dimethylformamide (DMF), and the mixture was refluxed for 6 hours. This solution was poured into 2000 ml of ice-water to precipitate white crystals. The precipitated crystals were collected by filtration, washed with distilled water and recrystallized from eth... Starting materials: COC=1C=C(C=CC1)CC(=O)C1CN(CCC1=O)C(=O)OC(C)(C)C (tert-butyl 3-(2-(3-methoxyphenyl)acetyl)-4-oxopiperidine-1-carboxylate), CC=1N(C=CN1)C1=CC=C(C=C1)NC(=N)N (1-(4-(2-methyl-1H-imidazol-1-yl)phenyl)guanidine), pyrimidines. The product is COC=1C=C(CC=2C3=C(N=C(N2)NC2=CC=C(C=C2)N2C(=NC=C2)C)CCN(C3)C(=O)OC(C)(C)C)C=CC1 (tert-Butyl 4-(3-methoxybenzyl)-2-(4-(2-methyl-1H-imidazol-1-yl)phenylamino)-7,8-dihydropyrido[4,3-d]pyrimidine-6(5H)-carboxylate). The yield is 62.0%. As a reaction SMILES: [CH3:1][O:2][C:3]1[CH:4]=[C:5]([CH2:9][C:10]([CH:12]2[C:17](=O)[CH2:16][CH2:15][N:14]([C:19]([O:21][C:22]([CH3:25])([CH3:24])[CH3:23])=[O:20])[CH2:13]2)=O)[CH:6]=[CH:7][CH:8]=1.[CH3:26][C:27]1[N:28]([C:32]2[CH:37]=[CH:36][C:35]([NH:38][C:39]([NH2:41])=[NH:40])=[CH:34][CH:33]=2)[CH:29]=[CH:30][N:31]=1>>[CH3:1][O:2][C:3]1[CH:4]=[C:5]([CH:6]=[CH:7][CH:8]=1)[CH2:9][C:10]1[C:12]2[CH2:13][N:14]([C:19]([O:21][C:22]([CH3:25])([CH3:24])[CH3:23])=[O:20])[CH2:15][CH2:16][C:17]=2[N:41]=[C:39]([NH:38][C:35]2[CH:36]=[CH:37][C:32]([N:28]3[CH:29]=[CH:30][N:31]=[C:27]3[CH3:26])=[CH:33][CH:34]=2)[N:40]=1. Reported procedure: tert-Butyl 4-(3-methoxybenzyl)-2-(4-(2-methyl-1H-imidazol-1-yl)phenylamino)-7,8-dihydropyrido[4,3-d]pyrimidine-6(5H)-carboxylate (373 mg, 62%) was synthesised from tert-butyl 3-(2-(3-methoxyphenyl)acetyl)-4-oxopiperidine-1-carboxylate and 1-(4-(2-methyl-1H-imidazol-1-yl)phenyl)guanidine (Example 41c) according to the general procedure for synthesis of pyrimidines. MS (ES+) m/z 527.1 (M+H)+ The reactants are C(C)(C)(C)OC([C@@H](C)NC(=O)C1=NN(C(=C1)OCC(=O)N1[C@@H](CCC1)C(NC1CCC1)=O)C1=CC=CC=C1)=O ((R)-2-({5-[2-((S)-2-Cyclobutylcarbamoyl-pyrrolidin-1-yl)-2-oxo-ethoxy]-1-phenyl-1H-pyrazole-3-carbonyl}-amino)-propionic acid tert-butyl ester), C(=O)(C(F)(F)F)O (TFA). Run in ClCCl (dichloromethane). Reaction conditions: time 6 hour. The product is C1(CCC1)NC(=O)[C@H]1N(CCC1)C(COC1=CC(=NN1C1=CC=CC=C1)C(=O)N[C@@H](C(=O)O)C)=O ((R)-2-({5-[2-((S)-2-Cyclobutylcarbamoyl-pyrrolidin-1-yl)-2-oxo-ethoxy]-1-phenyl-1H-pyrazole-3-carbonyl}-amino)-propionic acid). Reaction SMILES: C([O:5][C:6](=[O:39])[C@H:7]([NH:9][C:10]([C:12]1[CH:16]=[C:15]([O:17][CH2:18][C:19]([N:21]2[CH2:25][CH2:24][CH2:23][C@H:22]2[C:26](=[O:32])[NH:27][CH:28]2[CH2:31][CH2:30][CH2:29]2)=[O:20])[N:14]([C:33]2[CH:38]=[CH:37][CH:36]=[CH:35][CH:34]=2)[N:13]=1)=[O:11])[CH3:8])(C)(C)C.C(O)(C(F)(F)F)=O>ClCCl>[CH:28]1([NH:27][C:26]([C@@H:22]2[CH2:23][CH2:24][CH2:25][N:21]2[C:19](=[O:20])[CH2:18][O:17][C:15]2[N:14]([C:33]3[CH:38]=[CH:37][CH:36]=[CH:35][CH:34]=3)[N:13]=[C:12]([C:10]([NH:9][C@H:7]([CH3:8])[C:6]([OH:39])=[O:5])=[O:11])[CH:16]=2)=[O:32])[CH2:29][CH2:30][CH2:31]1. Reported procedure: To a solution of 745 mg (R)-2-({5-[2-((S)-2-Cyclobutylcarbamoyl-pyrrolidin-1-yl)-2-oxo-ethoxy]-1-phenyl-1H-pyrazole-3-carbonyl}-amino)-propionic acid tert-butyl ester in 5 ml dichloromethane were added 1.6 ml TFA. After stirring for 6 h it was concentrated and codistilled twice with toluene to give the crude product. Yield: 770 mg Starting materials: COc1ccc(Oc2c(Cl)cc(-n3ncc(=O)[nH]c3=O)cc2Cl)cc1, O=C(O)C(F)(F)F. RXN SMILES: [Cl:1][c:2]1[cH:3][c:4](-[n:18]2[n:19][cH:20][c:21](=[O:25])[nH:22][c:23]2=[O:24])[cH:5][c:6]([Cl:17])[c:7]1[O:8][c:9]1[cH:10][cH:11][c:12]([O:15][CH3:16])[cH:13][cH:14]1.[OH:26][C:27]([C:28]([F:29])([F:30])[F:31])=[O:32]>>[Cl:1][c:2]1[cH:3][c:4](-[n:18]2[n:19][cH:20][c:21](=[O:25])[nH:22][c:23]2=[O:24])[cH:5][c:6]([Cl:17])[c:7]1[O:8][c:9]1[cH:10][c:11]([CH:27]=[O:26])[c:12]([O:15][CH3:16])[cH:13][cH:14]1. Yields the product COc1ccc(Oc2c(Cl)cc(-n3ncc(=O)[nH]c3=O)cc2Cl)cc1C=O.